Task: describe an organic reaction: reactants, conditions, products, and yield. Dataset: the Open Reaction Database (ORD), a public repository of structured organic reaction records Reactants: CC(C)(C)OC(=O)N1CCN(c2ccccc2C(=O)O)CC1, CCOC(C)=O, CCN(C(C)C)C(C)C, [Cl-], ClCCl, Nc1ccc(C(F)(F)F)cc1N, [NH4+], CN(C)C=O. Product: CC(C)(C)OC(=O)N1CCN(c2ccccc2C(=O)Nc2ccc(C(F)(F)F)cc2N)CC1. Reaction SMILES: [C:1]([CH3:2])([CH3:3])([CH3:4])[O:5][C:6](=[O:7])[N:8]1[CH2:9][CH2:10][N:11]([c:14]2[c:15]([C:20](=[O:21])[OH:22])[cH:16][cH:17][cH:18][cH:19]2)[CH2:12][CH2:13]1.[CH3:49][CH2:50][O:51][C:52]([CH3:53])=[O:54].[CH:35]([N:36]([CH:37]([CH3:38])[CH3:39])[CH2:40][CH3:41])([CH3:42])[CH3:43].[Cl-:44].[Cl:46][CH2:47][Cl:48].[F:23][C:24]([c:25]1[cH:26][c:27]([NH2:32])[c:28]([NH2:31])[cH:29][cH:30]1)([F:33])[F:34].[NH4+:45].[O:55]=[CH:56][N:57]([CH3:58])[CH3:59]>>[C:1]([CH3:2])([CH3:3])([CH3:4])[O:5][C:6](=[O:7])[N:8]1[CH2:9][CH2:10][N:11]([c:14]2[c:15]([C:20](=[O:22])[NH:31][c:28]3[c:27]([NH2:32])[cH:26][c:25]([C:24]([F:23])([F:33])[F:34])[cH:30][cH:29]3)[cH:16][cH:17][cH:18][cH:19]2)[CH2:12][CH2:13]1. Starting materials: ClC=1C=CC2=C(C3=C(CN=C2C2=CC=C(C=C2)Cl)ON=C3C)N1 (2-chloro-5-(4-chlorophenyl)-10-methyl-7H-isoxazolo[5,4-c]pyrido[2,3-e]azepine), [OH-].[NH4+] (ammonium hydroxide), [Cl-].[NH4+] (ammonium chloride). Run in CCO (EtOH). Yields the product ClC1=CC=C(C=C1)C=1C2=C(C3=C(CN1)ON=C3C)N=C(C=C2)N (5-(4-Chlorophenyl)-10-methyl-7H-isoxazolo[5,4-c]pyrido[2,3-e]azepin-2-amine). Reaction SMILES: Cl[C:2]1[CH:3]=[CH:4][C:5]2[C:11]([C:12]3[CH:17]=[CH:16][C:15]([Cl:18])=[CH:14][CH:13]=3)=[N:10][CH2:9][C:8]3[O:19][N:20]=[C:21]([CH3:22])[C:7]=3[C:6]=2[N:23]=1.[OH-].[NH4+:25].[Cl-].[NH4+]>CCO>[Cl:18][C:15]1[CH:16]=[CH:17][C:12]([C:11]2[C:5]3[CH:4]=[CH:3][C:2]([NH2:25])=[N:23][C:6]=3[C:7]3[C:21]([CH3:22])=[N:20][O:19][C:8]=3[CH2:9][N:10]=2)=[CH:13][CH:14]=1 |f:1.2,3.4|. Procedure: To a solution of 2-chloro-5-(4-chlorophenyl)-10-methyl-7H-isoxazolo[5,4-c]pyrido[2,3-e]azepine (0.050 g, 0.145 mmol) in EtOH (1 mL) was added concentrated ammonium hydroxide (4.00 mL) and ammonium chloride (just enough to saturate the reaction) at room temperature. The reaction was heated to 100° C. overnight before the desired product was extracted using CH2Cl2 (repeated 4 times). The organic layers were combined, dried over Na2SO4 and concentrated to dryness. The residue was purified by flash ... RXN SMILES: [CH2:36]1[O:37][CH2:38][CH2:39][CH2:40]1.[Cl:26][C:27](=[O:28])[O:29][c:30]1[cH:31][cH:32][cH:33][cH:34][cH:35]1.[c:1]1([S:7][c:8]2[cH:9][c:10]3[c:11]([C:18]#[N:19])[c:12]([NH2:17])[nH:13][c:14]3[cH:15][cH:16]2)[cH:2][cH:3][cH:4][cH:5][cH:6]1.[cH:20]1[cH:21][cH:22][n:23][cH:24][cH:25]1>>[c:1]1([S:7][c:8]2[cH:9][c:10]3[c:11]([C:18]#[N:19])[c:12]([NH:17][C:27](=[O:28])[O:29][c:30]4[cH:31][cH:32][cH:33][cH:34][cH:35]4)[nH:13][c:14]3[cH:15][cH:16]2)[cH:2][cH:3][cH:4][cH:5][cH:6]1. The reactants are C1CCOC1, O=C(Cl)Oc1ccccc1, N#Cc1c(N)[nH]c2ccc(Sc3ccccc3)cc12, c1ccncc1. Product: N#Cc1c(NC(=O)Oc2ccccc2)[nH]c2ccc(Sc3ccccc3)cc12. Conditions: time 10 minute. The reactants are C(C)OC(=O)OC(C)Br (1-ethoxycarbonyloxy-1-ethyl bromide), C([O-])([O-])=O.[K+].[K+] (potassium carbonate), ice water, C(N)(=O)OCC=1CS[C@H]2N(C1C(=O)O)C([C@H]2NC(\C(\C=2N=C(SC2)NC(C2=CC=CC=C2)(C2=CC=CC=C2)C2=CC=CC=C2)=N/OCC2CC2)=O)=O ((6R,7R)-3-Carbamoyloxymethyl-7-[(Z)-2-cyclopropylmethoxyimino-2-(2-tritylaminothiazol-4-yl)acetamido]ceph-3-em-4-carboxylic acid). Run in CN(C=O)C (N,N-dimethylformamide). Procedure details: (6R,7R)-3-Carbamoyloxymethyl-7-[(Z)-2-cyclopropylmethoxyimino-2-(2-tritylaminothiazol-4-yl)acetamido]ceph-3-em-4-carboxylic acid (1.1 g) was dissolved in N,N-dimethylformamide (5 ml) and stirred with potassium carbonate (105 mg) under nitrogen with ice-water cooling. After 10 minutes, 1-ethoxycarbonyloxy-1-ethyl bromide was added. After one hour, the mixtured was allowed to attain 21° and was stirred thus for three hours. The mixture was partitioned between ethyl acetate and aqueous hydrochloric... Yields the product C(N)(=O)OCC=1CS[C@H]2N(C1C(=O)OC(C)OC(=O)OCC)C([C@H]2NC(\C(\C=2N=C(SC2)NC(C2=CC=CC=C2)(C2=CC=CC=C2)C2=CC=CC=C2)=N/OCC2CC2)=O)=O (1-Ethoxycarbonyloxy-1-ethyl (6R,7R)-3-Carbamoyloxymethyl-7-[(Z)-2-cyclopropylmethoxyimino-2-(2-tritylaminothiazol-4-yl)acetamido]ceph-3-em-4-carboxylate). As a reaction SMILES: [C:1]([O:4][CH2:5][C:6]1[CH2:7][S:8][C@@H:9]2[C@H:16]([NH:17][C:18](=[O:51])/[C:19](=[N:45]\[O:46][CH2:47][CH:48]3[CH2:50][CH2:49]3)/[C:20]3[N:21]=[C:22]([NH:25][C:26]([C:39]4[CH:44]=[CH:43][CH:42]=[CH:41][CH:40]=4)([C:33]4[CH:38]=[CH:37][CH:36]=[CH:35][CH:34]=4)[C:27]4[CH:32]=[CH:31][CH:30]=[CH:29][CH:28]=4)[S:23][CH:24]=3)[C:15](=[O:52])[N:10]2[C:11]=1[C:12]([OH:14])=[O:13])(=[O:3])[NH2:2].C(=O)([O-])[O-].[K+].[K+].[CH2:59]([O:61][C:62]([O:64][CH:65](Br)[CH3:66])=[O:63])[CH3:60]>CN(C)C=O>[C:1]([O:4][CH2:5][C:6]1[CH2:7][S:8][C@@H:9]2[C@H:16]([NH:17][C:18](=[O:51])/[C:19](=[N:45]\[O:46][CH2:47][CH:48]3[CH2:50][CH2:49]3)/[C:20]3[N:21]=[C:22]([NH:25][C:26]([C:39]4[CH:44]=[CH:43][CH:42]=[CH:41][CH:40]=4)([C:27]4[CH:32]=[CH:31][CH:30]=[CH:29][CH:28]=4)[C:33]4[CH:34]=[CH:35][CH:36]=[CH:37][CH:38]=4)[S:23][CH:24]=3)[C:15](=[O:52])[N:10]2[C:11]=1[C:12]([O:14][CH:59]([O:61][C:62]([O:64][CH2:65][CH3:66])=[O:63])[CH3:60])=[O:13])(=[O:3])[NH2:2] |f:1.2.3|.